Task: describe an organic reaction: reactants, conditions, products, and yield. Dataset: the Open Reaction Database (ORD), a public repository of structured organic reaction records Reactants: FC1=C(C(=O)O)C=CC(=C1)O (2-fluoro-4-hydroxybenzoic acid), BrC(CC)Cl (bromochloropropane), C([O-])([O-])=O.[K+].[K+] (potassium carbonate). Run in C(C)C(=O)C (methyl ethyl ketone). Yields the product ClCCCOC1=CC(=C(C(=O)OCCCCl)C=C1)F (3-chloropropyl 4-(3-chloropropoxy)-2-fluorobenzoate). The yield is 155.3%. As a reaction SMILES: [F:1][C:2]1[CH:10]=[C:9]([OH:11])[CH:8]=[CH:7][C:3]=1[C:4]([OH:6])=[O:5].Br[CH:13]([Cl:16])[CH2:14][CH3:15].C(=O)([O-])[O-].[K+].[K+]>C(C(C)=O)C>[Cl:16][CH2:13][CH2:14][CH2:15][O:11][C:9]1[CH:8]=[CH:7][C:3]([C:4]([O:6][CH2:15][CH2:14][CH2:13][Cl:16])=[O:5])=[C:2]([F:1])[CH:10]=1 |f:2.3.4|. Procedure: 2-fluoro-4-hydroxybenzoic acid (1 g, 6.41 mmol, 1 eq) is reacted with bromochloropropane (0.82 ml, 8.33 mmol, 1.3 eq) in the presence of potassium carbonate (1.77 g, 12.81 mmol, 2 eq) in methyl ethyl ketone (18 ml) at 80° C. overnight, filtered, washed with acetone and concentrated under vacuum to afford 2 g of 3-chloropropyl 4-(3-chloropropoxy)-2-fluorobenzoate i76. Reactants: ClCC(=O)N1C(C2=CC=CC=C2CC1)C1CCCCC1 (2-(chloroacetyl)-1-cyclohexyl-1,2,3,4-tetrahydroisoquinoline), C([O-])([O-])=O.[K+].[K+] (potassium carbonate), Cl.N[C@H](CO)CC1CCCCC1 ((S)-(+)-2-amino-3-cyclohexyl-1-propanol hydrochloride), [Cl-].[NH4+] (ammonium chloride). The solvent is C(C)#N (acetonitrile). Conditions: temperature 80 celsius, time 4 hour. Product: C1(CCCCC1)C[C@@H](CO)NCC(=O)N1C(C2=CC=CC=C2CC1)C1CCCCC1 ((2S)-3-cyclohexyl-2-{[2-(1-cyclohexyl-3,4-dihydroisoquinolin-2(1H)-yl)-2-oxoethyl]amino}propan-1-ol). Isolated yield 24.2%. As a reaction SMILES: Cl[CH2:2][C:3]([N:5]1[CH2:14][CH2:13][C:12]2[C:7](=[CH:8][CH:9]=[CH:10][CH:11]=2)[CH:6]1[CH:15]1[CH2:20][CH2:19][CH2:18][CH2:17][CH2:16]1)=[O:4].C(=O)([O-])[O-].[K+].[K+].Cl.[NH2:28][C@@H:29]([CH2:32][CH:33]1[CH2:38][CH2:37][CH2:36][CH2:35][CH2:34]1)[CH2:30][OH:31].[Cl-].[NH4+]>C(#N)C>[CH:33]1([CH2:32][C@H:29]([NH:28][CH2:2][C:3]([N:5]2[CH2:14][CH2:13][C:12]3[C:7](=[CH:8][CH:9]=[CH:10][CH:11]=3)[CH:6]2[CH:15]2[CH2:20][CH2:19][CH2:18][CH2:17][CH2:16]2)=[O:4])[CH2:30][OH:31])[CH2:38][CH2:37][CH2:36][CH2:35][CH2:34]1 |f:1.2.3,4.5,6.7|. Procedure: To a solution of 2-(chloroacetyl)-1-cyclohexyl-1,2,3,4-tetrahydroisoquinoline (12 mg) in acetonitrile (0.5 mL) were added potassium carbonate (3 mg) and (S)-(+)-2-amino-3-cyclohexyl-1-propanol hydrochloride (15 mg), followed by stirring at 80° C. for 4 hours. Thereafter, a saturated aqueous ammonium chloride solution was added to the reaction liquid, followed by extraction with chloroform. The solvent was evaporated and the resulting residue was purified by preparative HPLC to obtain (2S)-3-cycl... Reactants: NC1=C(OC2CCN(CC2)C(=O)OC(C)(C)C)C=C(C=C1)F (tert-Butyl 4-(2-amino-5-fluorophenoxy)piperidine-1-carboxylate), ClC=1C2=C(N=CN1)SC(=C2C)C(=O)OC (methyl 4-chloro-5-methylthieno[2,3-d]pyrimidine-6-carboxylate), O.[OH-].[NH4+] (water ammonium hydroxide). Reagents/catalysts: C1(=CC=C(C=C1)S(=O)(=O)O)C (para-toluene sulfonic acid). Solvent: O (water), O1CCOCC1 (1,4-dioxane). The product is C(C)(C)(C)OC(=O)N1CCC(CC1)OC1=C(C=CC(=C1)F)NC=1C2=C(N=CN1)SC(=C2C)C(=O)OC (methyl 4-(2-(1-(tert-butoxycarbonyl)piperidin-4-yloxy)-4-fluorophenylamino)-5-methylthieno[2,3-d]pyrimidine-6-carboxylate). Yield: 65.7%. As a reaction SMILES: [NH2:1][C:2]1[CH:21]=[CH:20][C:19]([F:22])=[CH:18][C:3]=1[O:4][CH:5]1[CH2:10][CH2:9][N:8]([C:11]([O:13][C:14]([CH3:17])([CH3:16])[CH3:15])=[O:12])[CH2:7][CH2:6]1.Cl[C:24]1[C:25]2[C:32]([CH3:33])=[C:31]([C:34]([O:36][CH3:37])=[O:35])[S:30][C:26]=2[N:27]=[CH:28][N:29]=1.O.[OH-].[NH4+]>O1CCOCC1.O.C1(C)C=CC(S(O)(=O)=O)=CC=1>[C:14]([O:13][C:11]([N:8]1[CH2:9][CH2:10][CH:5]([O:4][C:3]2[CH:18]=[C:19]([F:22])[CH:20]=[CH:21][C:2]=2[NH:1][C:24]2[C:25]3[C:32]([CH3:33])=[C:31]([C:34]([O:36][CH3:37])=[O:35])[S:30][C:26]=3[N:27]=[CH:28][N:29]=2)[CH2:6][CH2:7]1)=[O:12])([CH3:16])([CH3:17])[CH3:15] |f:2.3.4|. Reported procedure: tert-Butyl 4-(2-amino-5-fluorophenoxy)piperidine-1-carboxylate (0.865 g, 2.8 mmol), methyl 4-chloro-5-methylthieno[2,3-d]pyrimidine-6-carboxylate (0.675 g, 2.8 mmol) and para-toluene sulfonic acid (0.026 g, 0.14 mmol) were heated at 90° C. in anhydrous 1,4-dioxane (8 mL) for 1.5 hours. The solution was cooled to ambient temperature, diluted with water (2 mL) and adjusted to pH 10 (4:1 water/ammonium hydroxide solution). The precipitate was collected, washed with water and diethyl ether to yield ... Starting materials: [OH-].[Na+] (sodium hydroxide), stannous chloride, ClC1=C(C(=O)OC)C=CC=C1[N+](=O)[O-] (methyl 2-chloro-3-nitrobenzoate). The solvent is Cl (hydrochloric acid), C(C)O (ethanol). Conditions: temperature 55 celsius. The product is ClC1=C(C(=O)OC)C=CC=C1N (methyl 2-chloro-3-aminobenzoate). Yield: 50.3%. Reaction SMILES: [Cl:1][C:2]1[C:11]([N+:12]([O-])=O)=[CH:10][CH:9]=[CH:8][C:3]=1[C:4]([O:6][CH3:7])=[O:5].[OH-].[Na+]>Cl.C(O)C>[Cl:1][C:2]1[C:11]([NH2:12])=[CH:10][CH:9]=[CH:8][C:3]=1[C:4]([O:6][CH3:7])=[O:5] |f:1.2|. Reported procedure: A solution of stannous chloride (27.0 g, 137.0 mM) in 55 mL of concentrated hydrochloric acid was slowly added to a solution of methyl 2-chloro-3-nitrobenzoate (6.0 g, 27.9 mM) in 75 mL ethanol at 15-20° C. over 1 hour. The mixture was then heated at 50-60° C. for 15 minutes. The mixture was cooled to room temperature and made alkaline by slow addition of solid sodium hydroxide maintaining a temperature of 30-35° C. The resultant mixture was extracted three times with chloroform. The extracts we... The reactants are CCC1=C(C(=O)OCc2ccccc2)C(c2ccc(F)cc2F)NC(OC)=N1, CN(C)c1ccncc1, O=C(Cl)Oc1ccc([N+](=O)[O-])cc1, ClCCl. Product: CCC1=C(C(=O)OCc2ccccc2)C(c2ccc(F)cc2F)N(C(=O)Oc2ccc([N+](=O)[O-])cc2)C(OC)=N1. RXN SMILES: [CH2:1]([c:2]1[cH:3][cH:4][cH:5][cH:6][cH:7]1)[O:8][C:9](=[O:10])[C:11]1=[C:12]([CH2:27][CH3:28])[N:13]=[C:14]([O:25][CH3:26])[NH:15][CH:16]1[c:17]1[c:18]([F:24])[cH:19][c:20]([F:23])[cH:21][cH:22]1.[CH3:42][N:43]([c:44]1[cH:45][cH:46][n:47][cH:48][cH:49]1)[CH3:50].[Cl:29][C:30](=[O:31])[O:32][c:33]1[cH:34][cH:35][c:36]([N+:39](=[O:40])[O-:41])[cH:37][cH:38]1.[Cl:51][CH2:52][Cl:53]>>[CH2:1]([c:2]1[cH:3][cH:4][cH:5][cH:6][cH:7]1)[O:8][C:9](=[O:10])[C:11]1=[C:12]([CH2:27][CH3:28])[N:13]=[C:14]([O:25][CH3:26])[N:15]([C:30](=[O:31])[O:32][c:33]2[cH:34][cH:35][c:36]([N+:39](=[O:40])[O-:41])[cH:37][cH:38]2)[CH:16]1[c:17]1[c:18]([F:24])[cH:19][c:20]([F:23])[cH:21][cH:22]1. Reactants: COc1cc2nnc(C(N)=O)c(Nc3ccc(C)cc3F)c2cc1Br, CCCCO, CC(C)(C)OC(=O)N1CC=C(B2OC(C)(C)C(C)(C)O2)CC1, COc1cccc(OC)c1-c1ccccc1P(C1CCCCC1)C1CCCCC1, Cl, [K+], [K+], [K+], O=C(C=Cc1ccccc1)C=Cc1ccccc1, O=C(C=Cc1ccccc1)C=Cc1ccccc1, O=C(C=Cc1ccccc1)C=Cc1ccccc1, O, O=P([O-])([O-])[O-], [Pd], [Pd]. Yields the product COc1cc2nnc(C(N)=O)c(Nc3ccc(C)cc3F)c2cc1C1=CCN(C(=O)OC(C)(C)C)CC1. As a reaction SMILES: [Br:2][c:3]1[cH:4][c:5]2[c:6]([NH:18][c:19]3[c:20]([F:26])[cH:21][c:22]([CH3:25])[cH:23][cH:24]3)[c:7]([C:15](=[O:16])[NH2:17])[n:8][n:9][c:10]2[cH:11][c:12]1[O:13][CH3:14].[CH2:86]([OH:87])[CH2:88][CH2:89][CH3:90].[CH3:27][C:28]1([CH3:29])[C:30]([CH3:31])([CH3:32])[O:33][B:34]([C:35]2=[CH:36][CH2:37][N:38]([C:41](=[O:42])[O:43][C:44]([CH3:45])([CH3:46])[CH3:47])[CH2:39][CH2:40]2)[O:48]1.[CH:57]1([P:58]([CH:59]2[CH2:60][CH2:61][CH2:62][CH2:63][CH2:64]2)[c:65]2[cH:66][cH:67][cH:68][cH:69][c:70]2-[c:71]2[c:72]([O:73][CH3:74])[cH:75][cH:76][cH:77][c:78]2[O:79][CH3:80])[CH2:81][CH2:82][CH2:83][CH2:84][CH2:85]1.[ClH:1].[K+:54].[K+:55].[K+:56].[O:112]=[C:113]([CH:114]=[CH:115][c:116]1[cH:117][cH:118][cH:119][cH:120][cH:121]1)[CH:122]=[CH:123][c:124]1[cH:125][cH:126][cH:127][cH:128][cH:129]1.[O:130]=[C:131]([CH:132]=[CH:133][c:134]1[cH:135][cH:136][cH:137][cH:138][cH:139]1)[CH:140]=[CH:141][c:142]1[cH:143][cH:144][cH:145][cH:146][cH:147]1.[O:94]=[C:95]([CH:96]=[CH:97][c:98]1[cH:99][cH:100][cH:101][cH:102][cH:103]1)[CH:104]=[CH:105][c:106]1[cH:107][cH:108][cH:109][cH:110][cH:111]1.[OH2:91].[P:49]([O-:50])([O-:51])([O-:52])=[O:53].[Pd:92].[Pd:93]>>[c:3]1([C:35]2=[CH:36][CH2:37][N:38]([C:41](=[O:42])[O:43][C:44]([CH3:45])([CH3:46])[CH3:47])[CH2:39][CH2:40]2)[cH:4][c:5]2[c:6]([NH:18][c:19]3[c:20]([F:26])[cH:21][c:22]([CH3:25])[cH:23][cH:24]3)[c:7]([C:15](=[O:16])[NH2:17])[n:8][n:9][c:10]2[cH:11][c:12]1[O:13][CH3:14]. The reactants are C(C)NC1=CC=C(CCC(=O)NC(C(=O)OCC)C(=O)OCC)C=C1 (diethyl 4-ethylaminobenzylacetamidomalonate), ICCC (1-iodopropane), N12CCCN=C2CCC1 (1,5-diazabicyclo-[4.3.0] non-5-ene). Run in O1CCCC1 (tetrahydrofuran). Conditions: time 36 hour. Product: C(C)N(C1=CC=C(CCC(=O)NC(C(=O)OCC)C(=O)OCC)C=C1)CCC (diethyl 4-(ethylpropylamino)benzylacetamidomalonate). Reaction SMILES: [CH2:1]([NH:3][C:4]1[CH:25]=[CH:24][C:7]([CH2:8][CH2:9][C:10]([NH:12][CH:13]([C:19]([O:21][CH2:22][CH3:23])=[O:20])[C:14]([O:16][CH2:17][CH3:18])=[O:15])=[O:11])=[CH:6][CH:5]=1)[CH3:2].I[CH2:27][CH2:28][CH3:29].N12CCCC1=NCCC2>O1CCCC1>[CH2:1]([N:3]([CH2:27][CH2:28][CH3:29])[C:4]1[CH:25]=[CH:24][C:7]([CH2:8][CH2:9][C:10]([NH:12][CH:13]([C:19]([O:21][CH2:22][CH3:23])=[O:20])[C:14]([O:16][CH2:17][CH3:18])=[O:15])=[O:11])=[CH:6][CH:5]=1)[CH3:2]. Procedure: Working as in Example F, but starting with 10 g of diethyl 4-ethylaminobenzylacetamidomalonate, 5.6 ml of 1-iodopropane and 7.2 ml of 1,5-diazabicyclo-[4.3.0] non-5-ene in 70 ml of tetrahydrofuran, and after reacting for 36 hours followed by purification by flash chromatography (eluent: 97/3 CH2Cl2/MeOH by volume), 2.8 g of a solid are obtained, which solid is recrystallized from 26 ml of cyclohexane. 2.9 g of diethyl 4-(ethylpropylamino)benzylacetamidomalonate are thus obtained in the form of a...